The task is: describe an organic reaction: reactants, conditions, products, and yield. This data is from the Open Reaction Database (ORD), a public repository of structured organic reaction records. Reactants: OC1C(C=C(C(CC1(C)C)=O)C)OC (5-Hydroxy-4-methoxy-2,6,6-trimethyl-2-cyclohepten-1-one), Example 4, [N+](=O)([O-])C1=C(C(=O)O)C=CC(=C1)[N+](=O)[O-] (2,4-dinitrobenzoic acid). The product is [N+](=O)([O-])C1=C(C(=O)OC2C(C=C(C(CC2(C)C)=O)C)OC)C=CC(=C1)[N+](=O)[O-] (5-(2,4-dinitrobenzoyloxy)-4-methoxy-2,6,6-trimethyl-2-cyclohepten-1-one). Isolated yield 61.5%. As a reaction SMILES: [OH:1][CH:2]1[C:8]([CH3:10])([CH3:9])[CH2:7][C:6](=[O:11])[C:5]([CH3:12])=[CH:4][CH:3]1[O:13][CH3:14].[N+:15]([C:18]1[CH:26]=[C:25]([N+:27]([O-:29])=[O:28])[CH:24]=[CH:23][C:19]=1[C:20](O)=[O:21])([O-:17])=[O:16]>>[N+:15]([C:18]1[CH:26]=[C:25]([N+:27]([O-:29])=[O:28])[CH:24]=[CH:23][C:19]=1[C:20]([O:1][CH:2]1[C:8]([CH3:9])([CH3:10])[CH2:7][C:6](=[O:11])[C:5]([CH3:12])=[CH:4][CH:3]1[O:13][CH3:14])=[O:21])([O-:17])=[O:16]. Procedure: 5-Hydroxy-4-methoxy-2,6,6-trimethyl-2-cyclohepten-1-one (AU154) obtained in Example 4 (5.95 g, 30 mM) was treated with 2,4-dinitrobenzoic acid according to the procedures described in Example 20. The mixture was re-crystallized twice from a mixed solution of ethyl acetate and hexane to obtain 7.24 g (61.5%) of 5-(2,4-dinitrobenzoyloxy)-4-methoxy-2,6,6-trimethyl-2-cyclohepten-1-one (AU407) as reddish needles. Melting point: 147.5° to 149° C. Starting materials: C(N)(=N)C1=CC=C(C=C1)OCC1=NC2=CC(=CC=C2C(=C1)C)N(CC(=O)OCC)C(C1=CC=CC=C1)=O (2-[(4-amidinophenyl)-oxymethyl]-4-methyl-7-[N-(ethoxycarbonylmethyl)-benzoylamino]-quinoline), [OH-].[Na+] (sodium hydroxide). Product: C(N)(=N)C1=CC=C(C=C1)OCC1=NC2=CC(=CC=C2C(=C1)C)N(CC(=O)O)C(C1=CC=CC=C1)=O (2-[(4-Amidinophenyl)-oxymethyl]-4-methyl-7-[N-(hydroxycarbonylmethyl)-benzoylamino]-quinoline). As a reaction SMILES: [C:1]([C:4]1[CH:9]=[CH:8][C:7]([O:10][CH2:11][C:12]2[CH:21]=[C:20]([CH3:22])[C:19]3[C:14](=[CH:15][C:16]([N:23]([C:30](=[O:37])[C:31]4[CH:36]=[CH:35][CH:34]=[CH:33][CH:32]=4)[CH2:24][C:25]([O:27]CC)=[O:26])=[CH:17][CH:18]=3)[N:13]=2)=[CH:6][CH:5]=1)(=[NH:3])[NH2:2].[OH-].[Na+]>>[C:1]([C:4]1[CH:5]=[CH:6][C:7]([O:10][CH2:11][C:12]2[CH:21]=[C:20]([CH3:22])[C:19]3[C:14](=[CH:15][C:16]([N:23]([C:30](=[O:37])[C:31]4[CH:36]=[CH:35][CH:34]=[CH:33][CH:32]=4)[CH2:24][C:25]([OH:27])=[O:26])=[CH:17][CH:18]=3)[N:13]=2)=[CH:8][CH:9]=1)(=[NH:2])[NH2:3] |f:1.2|. Procedure: Prepared analogously to Example 3 from 2-[(4-amidinophenyl)-oxymethyl]-4-methyl-7-[N-(ethoxycarbonylmethyl)-benzoylamino]-quinoline and sodium hydroxide solution. Reactants: N1=NC=C(C=C1)C1=NC2=CC=CC=C2C(N1)=O (2-(pyridazin-4-yl) quinazolin-4(3H)-one), O=P(Cl)(Cl)Cl (POCl3), ice water, N (ammonia). Run at temperature 0 celsius. Product: ClC1=NC(=NC2=CC=CC=C12)C1=CN=NC=C1 (4-chloro-2-(pyridazin-4-yl)quinazoline). As a reaction SMILES: [N:1]1[CH:6]=[CH:5][C:4]([C:7]2[NH:16][C:15](=O)[C:14]3[C:9](=[CH:10][CH:11]=[CH:12][CH:13]=3)[N:8]=2)=[CH:3][N:2]=1.N.O=P(Cl)(Cl)[Cl:21]>>[Cl:21][C:15]1[C:14]2[C:9](=[CH:10][CH:11]=[CH:12][CH:13]=2)[N:8]=[C:7]([C:4]2[CH:5]=[CH:6][N:1]=[N:2][CH:3]=2)[N:16]=1. Procedure details: A 100-mL round-bottom flask was charged with 2-(pyridazin-4-yl) quinazolin-4(3H)-one (30 mg) which was suspended in 3 mL of POCl3. The reaction mixture was heated to reflux for 1 h. The reaction mixture turned to a clear brown solution. After cooling, 50 mL of ice/water was carefully added. An aqueous ammonia solution (25% by weight in water) was added dropwise to the mixture with stirring until the pH of the mixture was adjusted to 7˜8. An internal temperature of 0° C. was maintained by the add... The reactants are C=CC(=O)Cl, ClCCl, CC(C)=C1C(=O)N(c2ccc(O)cc2)C(=O)C1=C(C)c1c(C)n(C)c2ccccc12. The product is C=CC(=O)Oc1ccc(N2C(=O)C(=C(C)C)C(=C(C)c3c(C)n(C)c4ccccc34)C2=O)cc1. RXN SMILES: [C:31]([CH:32]=[CH2:33])(=[O:34])[Cl:35].[Cl:36][CH2:37][Cl:38].[OH:1][c:2]1[cH:3][cH:4][c:5]([N:8]2[C:9](=[O:30])[C:10](=[C:17]([CH3:18])[c:19]3[c:20]([CH3:29])[n:21]([CH3:28])[c:22]4[cH:23][cH:24][cH:25][cH:26][c:27]34)[C:11](=[C:14]([CH3:15])[CH3:16])[C:12]2=[O:13])[cH:6][cH:7]1>>[O:1]([c:2]1[cH:3][cH:4][c:5]([N:8]2[C:9](=[O:30])[C:10](=[C:17]([CH3:18])[c:19]3[c:20]([CH3:29])[n:21]([CH3:28])[c:22]4[cH:23][cH:24][cH:25][cH:26][c:27]34)[C:11](=[C:14]([CH3:15])[CH3:16])[C:12]2=[O:13])[cH:6][cH:7]1)[C:31]([CH:32]=[CH2:33])=[O:34]. Reactants: C=1OC=C2C1C=CC=C2CC(=O)N(C)C(CC2CC(CC2)O[Si](C)(C)C(C)(C)C)C2=CC(=CC=C2)O (2-Benzofuran-4-yl-N-[2-[3-(tert-butyl-dimethyl-silanyloxy)-cyclopentyl]-1-(3-hydroxy-phenyl)-ethyl]-N-methyl-acetamide), C([O-])([O-])=O.[K+].[K+] (potassium carbonate), O (water), C(C)(C)(C)OC(CBr)=O (t-butylbromoacetate). The solvent is CN(C=O)C (dimethylformamide). Reaction conditions: time 23 hour. The product is C(C)(C)(C)OC(COC1=CC(=CC=C1)C(CC1CC(CC1)O[Si](C)(C)C(C)(C)C)N(C)C(CC1=CC=CC2=C1C=CO2)=O)=O ((3-{1-[(Benzofuran-4-yl-acetyl)-methyl-amino]-2-[3-(tert-butyl-dimethyl-silanyloxy)-cyclopentyl]-ethyl}-phenoxy)-acetic acid tert-butyl ester). Reaction SMILES: [CH:1]1[O:2][CH:3]=[C:4]2[C:9]([CH2:10][C:11]([N:13]([CH:15]([C:30]3[CH:35]=[CH:34][CH:33]=[C:32]([OH:36])[CH:31]=3)[CH2:16][CH:17]3[CH2:21][CH2:20][CH:19]([O:22][Si:23]([C:26]([CH3:29])([CH3:28])[CH3:27])([CH3:25])[CH3:24])[CH2:18]3)[CH3:14])=[O:12])=[CH:8][CH:7]=[CH:6][C:5]=12.C(=O)([O-])[O-].[K+].[K+].[C:43]([O:47][C:48](=[O:51])[CH2:49]Br)([CH3:46])([CH3:45])[CH3:44].O>CN(C)C=O>[C:43]([O:47][C:48](=[O:51])[CH2:49][O:36][C:32]1[CH:33]=[CH:34][CH:35]=[C:30]([CH:15]([N:13]([C:11](=[O:12])[CH2:10][C:9]2[C:4]3[CH:5]=[CH:1][O:2][C:3]=3[CH:6]=[CH:7][CH:8]=2)[CH3:14])[CH2:16][CH:17]2[CH2:21][CH2:20][CH:19]([O:22][Si:23]([C:26]([CH3:29])([CH3:28])[CH3:27])([CH3:25])[CH3:24])[CH2:18]2)[CH:31]=1)([CH3:46])([CH3:45])[CH3:44] |f:1.2.3|. Procedure: To a solution of Example 35 1.63 g, 3.2 mmol) in dimethylformamide (22 mL) was added potassium carbonate (1.37 g, 9.9 mmol) and, under argon, t-butylbromoacetate (0.47 mL, 3.2 mmol). After stirring at room temperature for 23 hours, the reaction was poured into water (160 mL), extracted with dichloromethane (160 mL), dried (MgSO4), and the solvent removed in vacuo. Purification by column chromatography (dichloromethane:methanol 39:1 followed by ethyl acetate:heptane 4:1) gave the product as a cle... Reactants: methyl ester, C(CC(=O)C)(=O)O (acetoacetic acid), N (ammonia), C[Si](C1=CC=C(CO)O1)(C)C (5-trimethylsilylfurfurol). Solvent: CO (methanol). The product is methyl ester, C(CC(=O)C)(=O)OC (acetoacetic acid, methyl ester), N\C(=C/C(=O)O)\C (β-aminocrotonic acid), C[Si](C1=CC=C(CO)O1)(C)C (5-trimethylsilylfurfurol). RXN SMILES: [C:1]([OH:7])(=[O:6])[CH2:2][C:3]([CH3:5])=[O:4].[NH3:8].[CH3:9][Si:10]([CH3:19])([CH3:18])[C:11]1[O:17][C:14]([CH2:15][OH:16])=[CH:13][CH:12]=1>CO>[C:1]([O:7][CH3:9])(=[O:6])[CH2:2][C:3]([CH3:5])=[O:4].[NH2:8]/[C:3](/[CH3:5])=[CH:2]\[C:1]([OH:7])=[O:6].[CH3:9][Si:10]([CH3:19])([CH3:18])[C:11]1[O:17][C:14]([CH2:15][OH:16])=[CH:13][CH:12]=1. Procedure: This compound is prepared by the method comprising condensation of methyl ester of acetoacetic acid, ammonia and 5-trimethylsilylfurfurol in solution of methanol. Furthermore, this compound can be obtained by condensation of methyl ester of acetoacetic acid, methyl ester of β-aminocrotonic acid and 5-trimethylsilylfurfurol in a medium of an organic solvent. The reaction is carried out under normal pressure under heating. The product is obtained in a good yield.